From a dataset of the Open Reaction Database (ORD), a public repository of structured organic reaction records. describe an organic reaction: reactants, conditions, products, and yield The solvent is C(C)#N (acetonitrile), C(C)(=O)OCC.C1CCOC1 (ethyl acetate THF). Reaction SMILES: C(OC([N:8]1[CH:12]([C:13]2[CH:18]=[CH:17][C:16]([NH:19][C:20]([NH:22][C:23]3[CH:28]=[CH:27][C:26]([Cl:29])=[CH:25][CH:24]=3)=[O:21])=[CH:15][CH:14]=2)[CH2:11][O:10]C1(C)C)=O)(C)(C)C.O.FC(F)(F)C(O)=O>C(#N)C.C(OCC)(=O)C.C1COCC1>[NH2:8][CH:12]([C:13]1[CH:14]=[CH:15][C:16]([NH:19][C:20]([NH:22][C:23]2[CH:24]=[CH:25][C:26]([Cl:29])=[CH:27][CH:28]=2)=[O:21])=[CH:17][CH:18]=1)[CH2:11][OH:10] |f:4.5|. Starting materials: C(C)(C)(C)OC(=O)N1C(OCC1C1=CC=C(C=C1)NC(=O)NC1=CC=C(C=C1)Cl)(C)C ((RS)-4-{4-[3-(4-chloro-phenyl)-ureido]-phenyl}-2,2-dimethyl-oxazolidine-3-carboxylic acid tert-butyl ester), O (water), FC(C(=O)O)(F)F (trifluoroacetic acid). Run at temperature 80 celsius. Procedure details: To a solution of (RS)-4-{4-[3-(4-chloro-phenyl)-ureido]-phenyl}-2,2-dimethyl-oxazolidine-3-carboxylic acid tert-butyl ester (0.24 g) in acetonitrile (3 ml) were added water (9 ml) and trifluoroacetic acid (0.33 ml). The mixture was heated overnight at 80° C. The mixture was then cooled to room temperature and diluted with ethyl acetate/THF (1:1). The resulting mixture was washed sequentially with 1 N aq. sodium hydroxide solution and saturated brine, the phases were then separated and the organi... Yields the product NC(CO)C1=CC=C(C=C1)NC(=O)NC1=CC=C(C=C1)Cl ((RS)-1-[4-(1-amino-2-hydroxy-ethyl)-phenyl]-3-(4-chloro-phenyl)-urea). The yield is 133.7%.